From a dataset of the Open Reaction Database (ORD), a public repository of structured organic reaction records. describe an organic reaction: reactants, conditions, products, and yield Starting materials: C1CCCCC1, CCOC(=O)C(C)N, O=C1OC(=O)c2ccccc21. Yields the product CCOC(=O)C(C)N1C(=O)c2ccccc2C1=O. RXN SMILES: [CH2:20]1[CH2:21][CH2:22][CH2:23][CH2:24][CH2:25]1.[NH2:12][CH:13]([C:14](=[O:15])[O:16][CH2:17][CH3:18])[CH3:19].[O:1]=[C:2]1[O:3][C:4](=[O:5])[c:6]2[cH:7][cH:8][cH:9][cH:10][c:11]21>>[C:2]1(=[O:3])[c:11]2[c:6]([cH:7][cH:8][cH:9][cH:10]2)[C:4](=[O:5])[N:12]1[CH:13]([C:14](=[O:15])[O:16][CH2:17][CH3:18])[CH3:19]. Starting materials: N[C@H](CNC=1SC(=CN1)C=1C=C2CC(NC2=CC1)=O)CC1=CC=C(C=C1)C(F)(F)F (5-(2-((S)-2-amino-3-(4-(trifluoromethyl)phenyl)propylamino)thiazol-5-yl)indolin-2-one), N1=CC=CC=C1 (pyridine), C(C)(=O)OC(C)=O (acetic anhydride). Run in C(Cl)Cl (DCM). Conditions: time 30 minute. Product: O=C1NC2=CC=C(C=C2C1)C1=CN=C(S1)NC[C@H](CC1=CC=C(C=C1)C(F)(F)F)NC(C)=O (N—((S)-1-(5-(2-oxoindolin-5-yl)thiazol-2-ylamino)-3-(4-(trifluoromethyl)-phenyl)propan-2-yl)acetamide). Isolated yield 79.4%. As a reaction SMILES: [NH2:1][C@@H:2]([CH2:20][C:21]1[CH:26]=[CH:25][C:24]([C:27]([F:30])([F:29])[F:28])=[CH:23][CH:22]=1)[CH2:3][NH:4][C:5]1[S:6][C:7]([C:10]2[CH:11]=[C:12]3[C:16](=[CH:17][CH:18]=2)[NH:15][C:14](=[O:19])[CH2:13]3)=[CH:8][N:9]=1.N1C=CC=CC=1.[C:37](OC(=O)C)(=[O:39])[CH3:38]>C(Cl)Cl>[O:19]=[C:14]1[CH2:13][C:12]2[C:16](=[CH:17][CH:18]=[C:10]([C:7]3[S:6][C:5]([NH:4][CH2:3][C@@H:2]([NH:1][C:37](=[O:39])[CH3:38])[CH2:20][C:21]4[CH:22]=[CH:23][C:24]([C:27]([F:28])([F:29])[F:30])=[CH:25][CH:26]=4)=[N:9][CH:8]=3)[CH:11]=2)[NH:15]1. Procedure details: To a 25 mL round-bottom flask was added Example 42 (30 mg, 69 μmol), pyridine (27 mg, 347 μmol), acetic anhydride (14 mg, 139 μmol), and 2 mL of DCM. After 30 minutes, LC-MS showed that the reaction was complete. The reaction mixture was concentrated and dissolved in 2 mL of MeOH, then purified by preparative LC to give N—((S)-1-(5-(2-oxoindolin-5-yl)thiazol-2-ylamino)-3-(4-(trifluoromethyl)-phenyl)propan-2-yl)acetamide (26 mg, 79% yield). MS m/z: 475 (M+1). 1H NMR (400 MHz, CD3OD) δ ppm 1.89 (s...